This data is from the Open Reaction Database (ORD), a public repository of structured organic reaction records. The task is: describe an organic reaction: reactants, conditions, products, and yield Reactants: COC1=C(CN2C(C(=CC(=C2C2=CC=3C=C4N(C3C=C2)CCC4=O)CC)C(=O)OC)=O)C=CC(=C1)OC (methyl 1-(2,4-dimethoxybenzyl)-5-ethyl-2-oxo-6-(1-oxo-2,3-dihydro-1H-pyrrolo[1,2-a]indol-7-yl)-1,2-dihydropyridine-3-carboxylate), N1CCCC1 (pyrrolidine), C(=O)(C(F)(F)F)O (TFA), [BH-](OC(=O)C)(OC(=O)C)OC(=O)C.[Na+] (NaBH(OAc)3). Solvent: ClCCCl (DCE), CC(=O)O (AcOH). Reaction conditions: time 1 hour. Product: C(C)C=1C=C(C(NC1C1=CC=2C=C3N(C2C=C1)CCC3N3CCCC3)=O)C(=O)O (5-ethyl-2-oxo-6-(1-(pyrrolidin-1-yl)-2,3-dihydro-1H-pyrrolo[1,2-a]indol-7-yl)-1,2-dihydropyridine-3-carboxylic acid). Yield: 40.6%. Reaction SMILES: COC1C=C(OC)C=CC=1C[N:6]1[C:11]([C:12]2[CH:20]=[CH:19][C:18]3[N:17]4[CH2:21][CH2:22][C:23](=O)[C:16]4=[CH:15][C:14]=3[CH:13]=2)=[C:10]([CH2:25][CH3:26])[CH:9]=[C:8]([C:27]([O:29]C)=[O:28])[C:7]1=[O:31].[NH:38]1[CH2:42][CH2:41][CH2:40][CH2:39]1.[BH-](OC(C)=O)(OC(C)=O)OC(C)=O.[Na+].C(O)(C(F)(F)F)=O>ClCCCl.CC(O)=O>[CH2:25]([C:10]1[CH:9]=[C:8]([C:27]([OH:29])=[O:28])[C:7](=[O:31])[NH:6][C:11]=1[C:12]1[CH:20]=[CH:19][C:18]2[N:17]3[CH2:21][CH2:22][CH:23]([N:38]4[CH2:42][CH2:41][CH2:40][CH2:39]4)[C:16]3=[CH:15][C:14]=2[CH:13]=1)[CH3:26] |f:2.3|. Reported procedure: To a solution of methyl 1-(2,4-dimethoxybenzyl)-5-ethyl-2-oxo-6-(1-oxo-2,3-dihydro-1H-pyrrolo[1,2-a]indol-7-yl)-1,2-dihydropyridine-3-carboxylate (0.11 g, 0.22 mmol) in DCE (2 mL) was added pyrrolidine (80 μL, 0.88 mmol) and AcOH (30 μL). After stirring at room temperature for 1 h, NaBH(OAc)3 (0.1 g, 0.44 mmol) was added and the reaction mixture was stirred for an additional 2 h before TFA (1.5 mL) was added. After stirring for 30 min, the reaction mixture was concentrated and the crude residue ... The reactants are FC(S(=O)(=O)OCC(F)(F)F)(F)F (2,2,2-trifluoroethyl trifluoromethanesulphonate), NC1=CC=CC=C1 (aniline). The solvent is C=1(C(=CC=CC1)C)C (xylene). Product: FC(CNC1=CC=CC=C1)(F)F (N-(2,2,2-Trifluoroethyl)aniline). As a reaction SMILES: FC(F)(F)S(O[CH2:7][C:8]([F:11])([F:10])[F:9])(=O)=O.[NH2:14][C:15]1[CH:20]=[CH:19][CH:18]=[CH:17][CH:16]=1>C1(C)C(C)=CC=CC=1>[F:9][C:8]([F:11])([F:10])[CH2:7][NH:14][C:15]1[CH:20]=[CH:19][CH:18]=[CH:17][CH:16]=1. Reported procedure: 2.5 g (10.7 mmol) 2,2,2-trifluoroethyl trifluoromethanesulphonate were added to 2.0 g (21.5 mmol) aniline in 50 mL xylene and the mixture was refluxed for 2 days. After cooling, the mixture was filtered, washed with DIPE and the filtrate was evaporated down i.vac. The residue was purified by flash chromatography. The product fractions were combined and evaporated down i.vac. Reactants: C1CCOC1, CI, [H-], [Na+], O, Cc1ccc(S(=O)(=O)OCC2CCN(C(=O)OC(C)(C)C)CC2O)cc1. The product is COC1CN(C(=O)OC(C)(C)C)CCC1COS(=O)(=O)c1ccc(C)cc1. RXN SMILES: [CH2:32]1[O:33][CH2:34][CH2:35][CH2:36]1.[CH3:29][I:30].[H-:1].[Na+:2].[OH2:31].[OH:3][CH:4]1[CH2:5][N:6]([C:22](=[O:23])[O:24][C:25]([CH3:26])([CH3:27])[CH3:28])[CH2:7][CH2:8][CH:9]1[CH2:10][O:11][S:12](=[O:13])(=[O:14])[c:15]1[cH:16][cH:17][c:18]([CH3:21])[cH:19][cH:20]1>>[O:3]([CH:4]1[CH2:5][N:6]([C:22](=[O:23])[O:24][C:25]([CH3:26])([CH3:27])[CH3:28])[CH2:7][CH2:8][CH:9]1[CH2:10][O:11][S:12](=[O:13])(=[O:14])[c:15]1[cH:16][cH:17][c:18]([CH3:21])[cH:19][cH:20]1)[CH3:29]. Starting materials: C(CCC)N1N=C(C=C1CCS(=O)(=O)CCC)C(=O)OCC (ethyl 1-butyl-5-[2-(propylsulfonyl)ethyl]-1H-pyrazole-3-carboxylate), [OH-].[Na+] (sodium hydroxide). Run in C(C)O (ethanol). Conditions: time 2 hour. Product: C(CCC)N1N=C(C=C1CCS(=O)(=O)CCC)C(=O)O (1-butyl-5-[2-(propylsulfonyl)ethyl]-1H-pyrazole-3-carboxylic acid). Yield: 100.7%. Reaction SMILES: [CH2:1]([N:5]1[C:9]([CH2:10][CH2:11][S:12]([CH2:15][CH2:16][CH3:17])(=[O:14])=[O:13])=[CH:8][C:7]([C:18]([O:20]CC)=[O:19])=[N:6]1)[CH2:2][CH2:3][CH3:4].[OH-].[Na+]>C(O)C>[CH2:1]([N:5]1[C:9]([CH2:10][CH2:11][S:12]([CH2:15][CH2:16][CH3:17])(=[O:13])=[O:14])=[CH:8][C:7]([C:18]([OH:20])=[O:19])=[N:6]1)[CH2:2][CH2:3][CH3:4] |f:1.2|. Reported procedure: To a solution of ethyl 1-butyl-5-[2-(propylsulfonyl)ethyl]-1H-pyrazole-3-carboxylate (5.00 g, 15.1 mmol) in ethanol (76 mL) at ambient temperature was added 6 M aqueous sodium hydroxide (5.0 mL, 30 mmol). The solution was stirred for 2 hours, then the volatiles were removed under reduced pressure and the resulting oil was dissolved in water (100 mL). The aqueous solution was washed with dichloromethane (50 mL) and then the pH was adjusted with 1 M hydrochloric acid to pH 4. A precipitate formed ...